Task: describe an organic reaction: reactants, conditions, products, and yield. Dataset: the Open Reaction Database (ORD), a public repository of structured organic reaction records Reactants: C1(=CC=CC=C1)C (toluene), C(CO)O (ethylene glycol), [OH-].[K+] (caustic potash), 42.3, NC=1SC2=C(N1)C=CC(=C2)OC2=CC=CC=C2 (2-amino-6-phenoxybenzothiazole). The solvent is C(C)(=O)O (acetic acid), O (water). Reaction conditions: time 2 hour. Yields the product NC1=C(C=C(C=C1)OC1=CC=CC=C1)S (2-Amino-5-phenoxybenzenethiol). Isolated yield 101.3%. Reaction SMILES: C(O)CO.[OH-].[K+].NC1[S:9][C:10]2[CH:16]=[C:15]([O:17][C:18]3[CH:23]=[CH:22][CH:21]=[CH:20][CH:19]=3)[CH:14]=[CH:13][C:11]=2[N:12]=1.C1(C)C=CC=CC=1>O.C(O)(=O)C>[NH2:12][C:11]1[CH:13]=[CH:14][C:15]([O:17][C:18]2[CH:23]=[CH:22][CH:21]=[CH:20][CH:19]=2)=[CH:16][C:10]=1[SH:9] |f:1.2|. Procedure: 14 ml of ethylene glycol were added to a solution of 42.3 g of caustic potash dissolved in 49 ml of water, and after the air in the reaction vessel had been replaced by nitrogen, 10.57 g of 2-amino-6-phenoxybenzothiazole were added. While blowing nitrogen through the reaction mixture, the reaction was carried out on an oil bath at 135° C. for 2 hours. At the end of this time, the reaction mixture was cooled, 105 ml of toluene were added, and the mixture was ,neutralized by the addition of 42.3 m... Procedure: A solution of 365 mg (930 μmol) of 6-formyl-7-isopropyl-2,2-dimethyl-4-oxo-3,4-dihydro-2H-chromen-5-yl trifluoromethanesulfonate (Example 19A), 152 mg (1.20 mmol) of cyclohex-1-en-1-ylboronic acid, 75 mg (60 μmol) of tetrakis(triphenylphosphine)palladium and 334 mg (1.57 mmol) of potassium phosphate in 5.5 ml of degassed dioxane is stirred at 100° C. overnight. After cooling to room temperature, ammonium chloride solution is added and the mixture is extracted twice with ethyl acetate. The combin... Reaction SMILES: FC(F)(F)S(O[C:7]1[C:16]([CH:17]=[O:18])=[C:15]([CH:19]([CH3:21])[CH3:20])[CH:14]=[C:13]2[C:8]=1[C:9](=[O:24])[CH2:10][C:11]([CH3:23])([CH3:22])[O:12]2)(=O)=O.[C:27]1(B(O)O)[CH2:32][CH2:31][CH2:30][CH2:29][CH:28]=1.P([O-])([O-])([O-])=O.[K+].[K+].[K+].[Cl-].[NH4+]>O1CCOCC1.C1C=CC([P]([Pd]([P](C2C=CC=CC=2)(C2C=CC=CC=2)C2C=CC=CC=2)([P](C2C=CC=CC=2)(C2C=CC=CC=2)C2C=CC=CC=2)[P](C2C=CC=CC=2)(C2C=CC=CC=2)C2C=CC=CC=2)(C2C=CC=CC=2)C2C=CC=CC=2)=CC=1>[C:27]1([C:7]2[C:16]([CH:17]=[O:18])=[C:15]([CH:19]([CH3:21])[CH3:20])[CH:14]=[C:13]3[C:8]=2[C:9](=[O:24])[CH2:10][C:11]([CH3:22])([CH3:23])[O:12]3)[CH2:32][CH2:31][CH2:30][CH2:29][CH:28]=1 |f:2.3.4.5,6.7,^1:55,57,76,95|. Reactants: FC(S(=O)(=O)OC1=C2C(CC(OC2=CC(=C1C=O)C(C)C)(C)C)=O)(F)F (6-Formyl-7-isopropyl-2,2-dimethyl-4-oxo-3,4-dihydro-2H-chromen-5-yl trifluoromethanesulfonate), C1(=CCCCC1)B(O)O (cyclohex-1-en-1-ylboronic acid), P(=O)([O-])([O-])[O-].[K+].[K+].[K+] (potassium phosphate), [Cl-].[NH4+] (ammonium chloride). Solvent: O1CCOCC1 (dioxane). Reagents/catalysts: C=1C=CC(=CC1)[P](C=2C=CC=CC2)(C=3C=CC=CC3)[Pd]([P](C=4C=CC=CC4)(C=5C=CC=CC5)C=6C=CC=CC6)([P](C=7C=CC=CC7)(C=8C=CC=CC8)C=9C=CC=CC9)[P](C=1C=CC=CC1)(C=1C=CC=CC1)C=1C=CC=CC1 (tetrakis(triphenylphosphine)palladium). Yields the product C1(=CCCCC1)C1=C2C(CC(OC2=CC(=C1C=O)C(C)C)(C)C)=O (5-Cyclohex-1-en-1-yl-7-isopropyl-2,2-dimethyl-4-oxochroman-6-carbaldehyde). The reactants are Cl, Nc1ccc(I)cc1[N+](=O)[O-]. The product is Nc1ccc(I)cc1N. As a reaction SMILES: [ClH:12].[I:1][c:2]1[cH:3][c:4]([N+:9]([O-:10])=[O:11])[c:5]([NH2:6])[cH:7][cH:8]1>>[I:1][c:2]1[cH:3][c:4]([NH2:9])[c:5]([NH2:6])[cH:7][cH:8]1. Reactants: [H-].[Na+] (sodium hydride), CN(C)C=O (DMF), ClC1=CC=2C(=C(N=CC2I)N)O1 (2-chloro-4-iodo-furo[2,3-c]pyridin-7-ylamine), CN(C)C=O (DMF), CI (methyl iodide). Reaction conditions: time 5 minute. Product: ClC1=CC=2C(=C(N=CC2I)NC)O1 (2-chloro-4-iodo-N-methylfuro[2,3-c]pyridin-7-amine), ClC1=CC=2C(=C(N=CC2I)N(C)C)O1 (2-chloro-4-iodo-N,N-dimethylfuro[2,3-c]pyridin-7-amine). Yield: 40.0%. RXN SMILES: [H-].[Na+].[Cl:3][C:4]1[O:14][C:7]2=[C:8]([NH2:13])[N:9]=[CH:10][C:11]([I:12])=[C:6]2[CH:5]=1.CI.[CH3:17][N:18]([CH:20]=O)[CH3:19]>>[Cl:3][C:4]1[O:14][C:7]2=[C:8]([NH:13][CH3:17])[N:9]=[CH:10][C:11]([I:12])=[C:6]2[CH:5]=1.[Cl:3][C:4]1[O:14][C:7]2=[C:20]([N:18]([CH3:17])[CH3:19])[N:9]=[CH:10][C:11]([I:12])=[C:6]2[CH:5]=1 |f:0.1|. Procedure details: To a cooled (0° C.) suspension of sodium hydride (15 mg, 0.37 mmol) in DMF (200 μL) was added dropwise a solution of 2-chloro-4-iodo-furo[2,3-c]pyridin-7-ylamine (100 mg, 0.340 mmol) in DMF (1 mL). After 5 min, methyl iodide (23 μL, 0.37 mmol) was added and the reaction stirred at room temperature for 2 h. The reaction was then quenched with water (30 mL). The quenched mixture was extracted with dichloromethane (2×10 mL). The combined organic fractions were washed with water (1×10 mL) and brine ... Reactants: COc1ccccc1Br, O=C([O-])O, [Li]CCCC, O=C1CCC2(CC1)OCCO2, C1CCOC1, [Na+]. Yields the product COc1ccccc1C1(O)CCC2(CC1)OCCO2. Reaction SMILES: [Br:1][c:2]1[c:3]([O:8][CH3:9])[cH:4][cH:5][cH:6][cH:7]1.[C:26](=[O:27])([OH:28])[O-:29].[CH2:10]([Li:11])[CH2:12][CH2:13][CH3:14].[CH2:15]1[CH2:16][O:17][C:18]2([CH2:19][CH2:20][C:21](=[O:24])[CH2:22][CH2:23]2)[O:25]1.[CH2:31]1[O:32][CH2:33][CH2:34][CH2:35]1.[Na+:30]>>[c:2]1([C:21]2([OH:24])[CH2:20][CH2:19][C:18]3([O:17][CH2:16][CH2:15][O:25]3)[CH2:23][CH2:22]2)[c:3]([O:8][CH3:9])[cH:4][cH:5][cH:6][cH:7]1. Reactants: C12(CC3CC(CC(C1)C3)C2)CNC2=C(C=C(C=C2)S(=O)(=O)NC(=O)C2=CC=C(C=C2)C2=C(C=C(C=C2)F)N)[N+](=O)[O-] (4-((1-adamantylmethyl)amino)-N-((2′-amino-4′-fluoro(1,1′-biphenyl)-4-yl)carbonyl)-3-nitrobenzenesulfonamide), ClC(=O)OC (methyl chloroformate), C(C)(C)N(C(C)C)CC (N,N-diisopropylethylamine), Cl (HCl). Reagents/catalysts: CN(C)C=1C=CN=CC1 (DMAP). Run in ClCCl (dichloromethane). Product: C12(CC3CC(CC(C1)C3)C2)CNC2=C(C=C(C=C2)S(=O)(=O)NC(=O)C2=CC=C(C=C2)C2=C(C=C(C=C2)F)NC(=O)OC)[N+](=O)[O-] (4-((((4-((1-adamantylmethyl)amino)-3-nitrophenyl)sulfonyl)amino)carbonyl)-4′-fluoro-2′-((methoxycarbonyl)amino)-1,1′-biphenyl). RXN SMILES: [C:1]12([CH2:11][NH:12][C:13]3[CH:18]=[CH:17][C:16]([S:19]([NH:22][C:23]([C:25]4[CH:30]=[CH:29][C:28]([C:31]5[CH:36]=[CH:35][C:34]([F:37])=[CH:33][C:32]=5[NH2:38])=[CH:27][CH:26]=4)=[O:24])(=[O:21])=[O:20])=[CH:15][C:14]=3[N+:39]([O-:41])=[O:40])[CH2:10][CH:5]3[CH2:6][CH:7]([CH2:9][CH:3]([CH2:4]3)[CH2:2]1)[CH2:8]2.Cl[C:43]([O:45][CH3:46])=[O:44].C(N(CC)C(C)C)(C)C.Cl>CN(C1C=CN=CC=1)C.ClCCl>[C:1]12([CH2:11][NH:12][C:13]3[CH:18]=[CH:17][C:16]([S:19]([NH:22][C:23]([C:25]4[CH:30]=[CH:29][C:28]([C:31]5[CH:36]=[CH:35][C:34]([F:37])=[CH:33][C:32]=5[NH:38][C:43]([O:45][CH3:46])=[O:44])=[CH:27][CH:26]=4)=[O:24])(=[O:21])=[O:20])=[CH:15][C:14]=3[N+:39]([O-:41])=[O:40])[CH2:2][CH:3]3[CH2:9][CH:7]([CH2:6][CH:5]([CH2:4]3)[CH2:10]1)[CH2:8]2. Reported procedure: A room temperature solution of Example 43B (30 mg, 0.051 mmol), methyl chloroformate (0.05 mL, 0.65 mmol), N,N-diisopropylethylamine (0.1 mL, 0.57 mmol) and DMAP (3 mg, 0.02 mmol) in dichloromethane (1 mL) was stirred for 16 hours, treated with 4M HCl (0.3 mL), and concentrated. The concentrate was purified by flash column chromatography on silica gel with 50-100% ethyl acetate/hexanes to provide the desired product. MS (ESI(−)) m/e 635 (M−H)−; 1H NMR (400 MHz, DMSO-d6) δ8.89 (br s, 1H), 8.65 (d... The reactants are ClC1=CC=C(C=C1)SC1C(NCCCC1)=O (3-[(4-chlorophenyl)thio]-azacycloheptan-2-one), CN=C=O (methyl isocyanate), C(CCCCCCCCCCC)(=O)[O-].C(CCCCCCCCCCC)(=O)[O-].C(CCC)[Sn+2]CCCC (dibutyl-tin dilaurate). The solvent is C1(=CC=CC=C1)C (toluene). The product is CNC(=O)N1C(C(CCCC1)SC1=CC=C(C=C1)Cl)=O (1-(methylcarbamoyl)-3-[(4-chlorophenyl)thio]-azacycloheptan-2-one). RXN SMILES: [Cl:1][C:2]1[CH:7]=[CH:6][C:5]([S:8][CH:9]2[CH2:15][CH2:14][CH2:13][CH2:12][NH:11][C:10]2=[O:16])=[CH:4][CH:3]=1.[CH3:17][N:18]=[C:19]=[O:20].C([O-])(=O)CCCCCCCCCCC.C([O-])(=O)CCCCCCCCCCC.C([Sn+2]CCCC)CCC>C1(C)C=CC=CC=1>[CH3:17][NH:18][C:19]([N:11]1[CH2:12][CH2:13][CH2:14][CH2:15][CH:9]([S:8][C:5]2[CH:4]=[CH:3][C:2]([Cl:1])=[CH:7][CH:6]=2)[C:10]1=[O:16])=[O:20] |f:2.3.4|. Procedure: 25.6 g (0.1 mol) of 3-[(4-chlorophenyl)thio]-azacycloheptan-2-one together with 5.7 g (0.1 mol) of methyl isocyanate and 100 mg of dibutyl-tin dilaurate in 150 ml of absolute toluene are boiled under reflux for 5 hours. After the mixture has cooled, the solvent is stripped off in vacuo, and the oily residue is used for further reactions. The reactants are S(=O)([O-])S(=O)[O-].[Na+].[Na+] (sodium hydrosulfite), N (ammonia), N1(CCCCCC1)C1=C(C(=NC(=N1)C1CC1)NC1CC1)[N+](=O)[O-] (6-(1-azepanyl)-N,2-dicyclopropyl-5-nitro-4-pyrimidinamine). Solvent: O1CCOCC1 (1,4-dioxane), O (water), C(C)(=O)OCC (ethyl acetate). Run at time 10 hour. Yields the product N1(CCCCCC1)C1=C(C(=NC(=N1)C1CC1)NC1CC1)N (6-(1-azepanyl)-N4,2-dicyclopropyl-4,5-pyrimidinediamine). Yield: 3.0%. Reaction SMILES: [N:1]1([C:8]2[N:13]=[C:12]([CH:14]3[CH2:16][CH2:15]3)[N:11]=[C:10]([NH:17][CH:18]3[CH2:20][CH2:19]3)[C:9]=2[N+:21]([O-])=O)[CH2:7][CH2:6][CH2:5][CH2:4][CH2:3][CH2:2]1.S(S([O-])=O)([O-])=O.[Na+].[Na+].N>O1CCOCC1.O.C(OCC)(=O)C>[N:1]1([C:8]2[N:13]=[C:12]([CH:14]3[CH2:16][CH2:15]3)[N:11]=[C:10]([NH:17][CH:18]3[CH2:19][CH2:20]3)[C:9]=2[NH2:21])[CH2:7][CH2:6][CH2:5][CH2:4][CH2:3][CH2:2]1 |f:1.2.3|. Reported procedure: To a suspension of 6-(1-azepanyl)-N,2-dicyclopropyl-5-nitro-4-pyrimidinamine 197 (0.5 g, 16 mmol) in 1,4-dioxane (35 ml) and water (35 ml) is added sodium hydrosulfite (2.19 g, 13 mmol) and ammonia (25% solution, 1.2 ml). The mixture is stirred at room temperature for 10 h then diluted with ethyl acetate and washed three times with water. The combined organic layers are dried over magnesium sulfate and concentrated in vacuo to afford a yellow oil. The crude oil is purified by column chromatograp... The product is N#CC(=Cc1cc(F)ccc1[N+](=O)[O-])CC1CCOCC1. RXN SMILES: [CH2:1]([O:2][P:3](=[O:4])([O:5][CH2:6][CH3:7])[CH:9]([CH2:10][CH:11]1[CH2:12][CH2:13][O:14][CH2:15][CH2:16]1)[C:17]#[N:18])[CH3:8].[CH2:31]1[O:32][CH2:33][CH2:34][CH2:35]1.[CH3:36][CH2:37][O:38][C:39](=[O:40])[CH3:41].[F:19][c:20]1[cH:21][cH:22][c:23]([N+:28](=[O:29])[O-:30])[c:24]([CH:25]=[O:26])[cH:27]1>>[C:9]([CH2:10][CH:11]1[CH2:12][CH2:13][O:14][CH2:15][CH2:16]1)([C:17]#[N:18])=[CH:25][c:24]1[c:23]([N+:28](=[O:29])[O-:30])[cH:22][cH:21][c:20]([F:19])[cH:27]1. Starting materials: CCOP(=O)(OCC)C(C#N)CC1CCOCC1, C1CCOC1, CCOC(C)=O, O=Cc1cc(F)ccc1[N+](=O)[O-].